Dataset: the Open Reaction Database (ORD), a public repository of structured organic reaction records. Task: describe an organic reaction: reactants, conditions, products, and yield The reactants are OC1=CC(=CC=2OCC3C(C21)CC(CC3)NC(C)=O)C\C=C/CCC (cis-1-hydroxy-3-(2-hexenyl)-9-acetamido-6a,7,8,9,10,10a-hexahydro-6H-dibenzo[b,d]pyran), C(CC)(=O)Br (propionyl bromide), [H-].[Na+] (sodium hydride), 9-amino, 9-acylamino-hexahydro-dibenzo[b,d]pyran, [H-].[Na+] (sodium hydride). The product is C(CC)(=O)OC1=CC(=CC=2OCC3C(C21)CC(CC3)N(C(C)=O)C(CC)=O)C\C=C/CCC (cis-1-propionoxy-3-(2-hexenyl)-9-(N-propionyl)acetamido-6a,7,8,9,10,10a-hexahydro-6H-dibenzo[b,d]pyran). As a reaction SMILES: [H-].[Na+].[OH:3][C:4]1[C:13]2[CH:12]3[CH2:14][CH:15]([NH:18][C:19](=[O:21])[CH3:20])[CH2:16][CH2:17][CH:11]3[CH2:10][O:9][C:8]=2[CH:7]=[C:6]([CH2:22]/[CH:23]=[CH:24]\[CH2:25][CH2:26][CH3:27])[CH:5]=1.[C:28](Br)(=[O:31])[CH2:29][CH3:30]>>[C:28]([O:3][C:4]1[C:13]2[CH:12]3[CH2:14][CH:15]([N:18]([C:4](=[O:3])[CH2:5][CH3:6])[C:19](=[O:21])[CH3:20])[CH2:16][CH2:17][CH:11]3[CH2:10][O:9][C:8]=2[CH:7]=[C:6]([CH2:22]/[CH:23]=[CH:24]\[CH2:25][CH2:26][CH3:27])[CH:5]=1)(=[O:31])[CH2:29][CH3:30] |f:0.1|. Procedure details: Exhaustive acylation of 9-amino and 9-acylaminodibenzo[b,d]pyrans effects peracylation to afford 1-acyloxy-9-diacylamino-hexahydro-dibenzo[b,d]pyrans. Such peracylation can be effected by reacting either a 9-amino or a 9-acylamino-hexahydro-dibenzo[b,d]pyran with an excess of an acylating agent, for example from about 2 to 10 molar excess, as well as carrying out the reaction at an elevated temperature of about 60° to about 150° C. The peracylation is carried out in the presence of a strong base... Starting materials: ClCCCl, CCN(C(C)C)C(C)C, ClCCl, Cl, O=C(O)c1cccnc1SCCCc1ccc(F)cc1, On1nnc2ccccc21, NCc1ccccn1. Yields the product O=C(NCc1ccccn1)c1cccnc1SCCCc1ccc(F)cc1. RXN SMILES: [CH2:1]([Cl:2])[CH2:3][Cl:4].[CH:16]([N:17]([CH2:18][CH3:19])[CH:20]([CH3:21])[CH3:22])([CH3:23])[CH3:24].[Cl:53][CH2:54][Cl:55].[ClH:5].[F:33][c:34]1[cH:35][cH:36][c:37]([CH2:40][CH2:41][CH2:42][S:43][c:44]2[c:45]([C:46](=[O:47])[OH:48])[cH:49][cH:50][cH:51][n:52]2)[cH:38][cH:39]1.[OH:6][n:7]1[c:8]2[c:9]([cH:10][cH:11][cH:12][cH:13]2)[n:14][n:15]1.[n:25]1[c:26]([CH2:31][NH2:32])[cH:27][cH:28][cH:29][cH:30]1>>[n:25]1[c:26]([CH2:31][NH:32][C:46]([c:45]2[c:44]([S:43][CH2:42][CH2:41][CH2:40][c:37]3[cH:36][cH:35][c:34]([F:33])[cH:39][cH:38]3)[n:52][cH:51][cH:50][cH:49]2)=[O:47])[cH:27][cH:28][cH:29][cH:30]1. Starting materials: CCOC(=O)c1cccc(Nc2nc(Cl)nc3[nH]cnc23)c1, NC1CCC(N)CC1. Yields the product CCOC(=O)c1cccc(Nc2nc(NC3CCC(N)CC3)nc3[nH]cnc23)c1. RXN SMILES: [Cl:9][c:10]1[n:11][c:12]([NH:19][c:20]2[cH:21][c:22]([C:23](=[O:24])[O:25][CH2:26][CH3:27])[cH:28][cH:29][cH:30]2)[c:13]2[n:14][cH:15][nH:16][c:17]2[n:18]1.[NH2:1][CH:2]1[CH2:3][CH2:4][CH:5]([NH2:8])[CH2:6][CH2:7]1>>[NH2:1][CH:2]1[CH2:3][CH2:4][CH:5]([NH:8][c:10]2[n:11][c:12]([NH:19][c:20]3[cH:21][c:22]([C:23](=[O:24])[O:25][CH2:26][CH3:27])[cH:28][cH:29][cH:30]3)[c:13]3[n:14][cH:15][nH:16][c:17]3[n:18]2)[CH2:6][CH2:7]1. Reactants: CC(=O)OC(CCc1ccc([N+](=O)[O-])cc1)C(=O)OC(C)(C)C, CCOCC, CO, CCCCCC, N. Yields the product CC(C)(C)OC(=O)C(O)CCc1ccc([N+](=O)[O-])cc1. As a reaction SMILES: [C:1](=[O:2])([CH3:3])[O:4][CH:5]([C:6](=[O:7])[O:8][C:9]([CH3:10])([CH3:11])[CH3:12])[CH2:13][CH2:14][c:15]1[cH:16][cH:17][c:18]([N+:21](=[O:22])[O-:23])[cH:19][cH:20]1.[CH2:33]([O:34][CH2:35][CH3:36])[CH3:37].[CH3:24][OH:25].[CH3:27][CH2:28][CH2:29][CH2:30][CH2:31][CH3:32].[NH3:26]>>[OH:4][CH:5]([C:6](=[O:7])[O:8][C:9]([CH3:10])([CH3:11])[CH3:12])[CH2:13][CH2:14][c:15]1[cH:16][cH:17][c:18]([N+:21](=[O:22])[O-:23])[cH:19][cH:20]1. Conditions: time 1 hour. Reported procedure: To a solution of (S)-(−)-1,1′-bi-2-naphtol (87.5 mg) in toluene (10 ml) were added titanium tetraisopropoxide (45.2 μl) and water (55 μl) at room temperature and the mixture was stirred for 1 hour. To the reaction solution were added 7-[4-(2-butoxyethoxy)phenyl]-1-propyl-N-[4-(4-propyl-4H-1,2,4-triazol-3-ylmethylthio)phenyl]-2,3-dihydro-1H-1-benzazepine-4-carboxamide (1.0 g) and cummene hydroperoxide (80%, 0.31 ml) and the mixture was stirred for 20 hours at room temperature Cumene hydroperoxide... The solvent is C1(=CC=CC=C1)C (toluene), O (water). Reaction SMILES: C1C=C2C=CC(O)=C(C3C4C(=CC=CC=4)C=CC=3[OH:21])C2=CC=1.[CH2:23]([O:27][CH2:28][CH2:29][O:30][C:31]1[CH:36]=[CH:35][C:34]([C:37]2[CH:38]=[CH:39][C:40]3[N:46]([CH2:47][CH2:48][CH3:49])[CH2:45][CH2:44][C:43]([C:50]([NH:52][C:53]4[CH:58]=[CH:57][C:56]([S:59][CH2:60][C:61]5[N:65]([CH2:66][CH2:67][CH3:68])[CH:64]=[N:63][N:62]=5)=[CH:55][CH:54]=4)=[O:51])=[CH:42][C:41]=3[CH:69]=2)=[CH:33][CH:32]=1)[CH2:24][CH2:25][CH3:26].[O-]O.[O-]O.C1(C(C)C)C=CC=CC=1.S([O-])([O-])(=O)=S.[Na+].[Na+]>C1(C)C=CC=CC=1.CC(C)[O-].CC(C)[O-].CC(C)[O-].CC(C)[O-].[Ti+4].O>[CH2:23]([O:27][CH2:28][CH2:29][O:30][C:31]1[CH:32]=[CH:33][C:34]([C:37]2[CH:38]=[CH:39][C:40]3[N:46]([CH2:47][CH2:48][CH3:49])[CH2:45][CH2:44][C:43]([C:50]([NH:52][C:53]4[CH:54]=[CH:55][C:56]([S:59]([CH2:60][C:61]5[N:65]([CH2:66][CH2:67][CH3:68])[CH:64]=[N:63][N:62]=5)=[O:21])=[CH:57][CH:58]=4)=[O:51])=[CH:42][C:41]=3[CH:69]=2)=[CH:35][CH:36]=1)[CH2:24][CH2:25][CH3:26] |f:3.4,5.6.7,9.10.11.12.13|. The yield is 420.5%. Reagents/catalysts: CC([O-])C.CC([O-])C.CC([O-])C.CC([O-])C.[Ti+4] (titanium tetraisopropoxide). Yields the product C(CCC)OCCOC1=CC=C(C=C1)C=1C=CC2=C(C=C(CCN2CCC)C(=O)NC2=CC=C(C=C2)S(=O)CC2=NN=CN2CCC)C1 ((−)-7-[4-(2-butoxyethoxy)phenyl]-1-propyl-N-[4-(4-propyl-4H-1,2,4-triazol-3-ylmethylsulfinyl)phenyl]-2,3-dihydro-1H-1-benzazepine-4-carboxamide). Starting materials: [O-]O.C1(=CC=CC=C1)C(C)C (Cumene hydroperoxide), C(CCC)OCCOC1=CC=C(C=C1)C=1C=CC2=C(C=C(CCN2CCC)C(=O)NC2=CC=C(C=C2)SCC2=NN=CN2CCC)C1 (7-[4-(2-butoxyethoxy)phenyl]-1-propyl-N-[4-(4-propyl-4H-1,2,4-triazol-3-ylmethylthio)phenyl]-2,3-dihydro-1H-1-benzazepine-4-carboxamide), [O-]O (hydroperoxide), S(=S)(=O)([O-])[O-].[Na+].[Na+] (sodium thiosulfate), C1=CC=C2C(=C1)C=CC(=C2C3=C(C=CC4=CC=CC=C43)O)O ((S)-(−)-1,1′-bi-2-naphtol). Starting materials: C(C)OC(=O)O[C@H]1C[C@@H](C=C2C=C[C@H]3[C@@H]4CC[C@H]([C@@H](CCCC(C)(C)O)C)[C@]4(CC[C@@H]3[C@@]12C)C)OC(=O)OCC (1α,3β-diethoxycarbonyloxy-25-hydroxycholesta-4,6-diene), product, C(C)OC(=O)O[C@H]1C[C@@H](CC2=CC=C3[C@@H]4CC[C@H]([C@@H](CCCC(C)(C)O)C)[C@]4(CC[C@@H]3[C@@]12C)C)OC(=O)OCC (1α,3β-diethoxycarbonyloxy-25-hydroxycholesta-5,7-diene), C(C)OC(=O)O[C@H]1C[C@@H](CC2=CC=C3[C@@H]4CC[C@H]([C@@H](CCCC(C)(C)O)C)[C@]4(CC[C@@H]3[C@@]12C)C)OC(=O)OCC (1α,3β-diethoxycarbonyloxy-25-hydroxycholesta-5,7-diene). Run in CCOCC (ether). The product is C(C)OC(=O)OC1CC(CC2=CC=C3[C@@H]4CC[C@H]([C@@H](CCCC(C)(C)O)C)[C@]4(CC[C@@H]3[C@@]12C)C)OC(=O)OCC (1,3-diethoxycarbonyloxy-25-hydroxycholesta-5,7-diene). RXN SMILES: [CH2:1]([O:3][C:4]([O:6][C@@H:7]1[C@@:32]2([CH3:33])[C:11](=[CH:12][CH:13]=[C:14]3[C@@H:31]2[CH2:30][CH2:29][C@@:28]2([CH3:34])[C@H:15]3[CH2:16][CH2:17][C@@H:18]2[C@H:19]([CH3:27])[CH2:20][CH2:21][CH2:22][C:23]([OH:26])([CH3:25])[CH3:24])[CH2:10][C@@H:9]([O:35][C:36]([O:38][CH2:39][CH3:40])=[O:37])[CH2:8]1)=[O:5])[CH3:2].C(OC(O[C@@H]1[C@@]2(C)C(C=C[C@@H]3[C@@H]2CC[C@@]2(C)[C@H]3CC[C@@H]2[C@H](C)CCCC(O)(C)C)=C[C@@H](OC(OCC)=O)C1)=O)C>CCOCC>[CH2:1]([O:3][C:4]([O:6][CH:7]1[C@@:32]2([CH3:33])[C:11](=[CH:12][CH:13]=[C:14]3[C@@H:31]2[CH2:30][CH2:29][C@@:28]2([CH3:34])[C@H:15]3[CH2:16][CH2:17][C@@H:18]2[C@H:19]([CH3:27])[CH2:20][CH2:21][CH2:22][C:23]([OH:26])([CH3:25])[CH3:24])[CH2:10][CH:9]([O:35][C:36]([O:38][CH2:39][CH3:40])=[O:37])[CH2:8]1)=[O:5])[CH3:2]. Procedure: The product (482 g) obtained in (1) above was dissolved in ether (10 l). The resulting solution was subjected to the measurement of UV spectrum with a spectrophotometer (cell length; 1 cm, wavelength; 340 nm-200 nm). The UV spectrum showed, as maximum absorbance (λmax), 293, 281, 271, 260 (shoulder), 249.5 (shoulder), 241 and 232. From the ratio of absorbance in λmax ; 281 and 240, the ratio (Δ5,7/Δ4,6) of 1α,3β-diethoxycarbonyloxy-25-hydroxycholesta-5,7-diene to 1α,3β-diethoxycarbonyloxy-25-hyd... The reactants are C1(C=2C(C(=O)O1)=CC=CC2)=O (phthalic anhydride), FC1=CC(=CC=C1)F (1,3-difluorobenzene), ice. Solvent: ClCC(Cl)(Cl)Cl (tetrachloroethane). Run at temperature 90 celsius. Product: FC1=C(C(=O)C2=C(C(=O)O)C=CC=C2)C=CC(=C1)F (2-(2,4-difluorobenzoyl)benzoic acid). Isolated yield 75.3%. As a reaction SMILES: [C:1]1(=[O:11])[O:6][C:4](=[O:5])[C:3]2=[CH:7][CH:8]=[CH:9][CH:10]=[C:2]12.[F:12][C:13]1[CH:18]=[CH:17][CH:16]=[C:15]([F:19])[CH:14]=1>ClCC(Cl)(Cl)Cl>[F:12][C:13]1[CH:14]=[C:15]([F:19])[CH:16]=[CH:17][C:18]=1[C:4]([C:3]1[CH:7]=[CH:8][CH:9]=[CH:10][C:2]=1[C:1]([OH:6])=[O:11])=[O:5]. Procedure details: To a mixture of phthalic anhydride (64.8 g, 438 mmol), tetrachloroethane (600 mL) and 1,3-difluorobenzene (100 g, 877 mmol) was added anhydrous A1C13 (141 g, 964 mmol) over 20 minutes while maintaining the reaction temperature below 40° C. The temperature was increased to 90° C. for 2 hours, the reaction mixture was cooled and poured into ice/6N HCl. The mixture was extracted with ether (2×1.2 L) and the combined ether extracts were dried over Na2SO4. The solvent was removed in vacuo and the res...